Dataset: the Open Reaction Database (ORD), a public repository of structured organic reaction records. Task: describe an organic reaction: reactants, conditions, products, and yield Starting materials: C(C)N1C(=NC2=C1C=CC(=C2)C(C)=O)CC=2N(N=CC2)C2=CC(=CC=C2)F (1-Ethyl-2-{[2-(3-fluorophenyl)-pyrazol-3-yl]methyl}-5-acetyl-1H-benzimidazole), Cl.O(C)N (methoxylamine hydrochloride), C(C)(=O)[O-].[Na+] (sodium acetate). Solvent: CO (methanol). Run at time 8 hour. Product: C(C)N1C(=NC2=C1C=CC(=C2)C(C)=NOC)CC=2N(N=CC2)C2=CC(=CC=C2)F (1-Ethyl-2-{[2-(3-fluorophenyl)-pyrazol-3-yl]methyl}-5-[1-(methoxyimino)ethyl]-1H-benzimidazole). RXN SMILES: [CH2:1]([N:3]1[C:7]2[CH:8]=[CH:9][C:10]([C:12](=O)[CH3:13])=[CH:11][C:6]=2[N:5]=[C:4]1[CH2:15][C:16]1[N:17]([C:21]2[CH:26]=[CH:25][CH:24]=[C:23]([F:27])[CH:22]=2)[N:18]=[CH:19][CH:20]=1)[CH3:2].Cl.[O:29]([NH2:31])[CH3:30].C([O-])(=O)C.[Na+]>CO>[CH2:1]([N:3]1[C:7]2[CH:8]=[CH:9][C:10]([C:12](=[N:31][O:29][CH3:30])[CH3:13])=[CH:11][C:6]=2[N:5]=[C:4]1[CH2:15][C:16]1[N:17]([C:21]2[CH:26]=[CH:25][CH:24]=[C:23]([F:27])[CH:22]=2)[N:18]=[CH:19][CH:20]=1)[CH3:2] |f:1.2,3.4|. Procedure: A mixture of 1-Ethyl-2-{[2-(3-fluorophenyl)-pyrazol-3-yl]methyl}-5-acetyl-1H-benzimidazole (23 mg), methoxylamine hydrochloride (15 mg, 3 eq.), and sodium acetate (15 mg, 3 eq.) in methanol (1 mL) is stirred at room temperature overnight. The solvent is removed in vacuo and aqueous sodium bicarbonate added to pH 9, then extracted with ethyl acetate. The organic layer is dried (Na2SO4) and concentrated to give 1-Ethyl-2-{[2-(3-fluorophenyl)-pyrazol-3-yl]methyl}-5-[1-(methoxyimino)ethyl]-1H-benzim... Reactants: COC1=CC(=C(NC2=NC=CC=C2)C=C1)N (4-methoxy-2-amino-N-(2-pyridyl)aniline), S1C(=CC=C1)/C=C/C(=O)Cl ((E)-3-(2-thienyl)acryloyl chloride), N1=C(C=CC=C1)N1C(=NC2=C1C=CC=C2)\C=C\C2=CC=CC=C2 ((E)-1-(2-pyridyl)-2-styryl-1H-benzimidazole), C(C(=O)O)(=O)O (oxalic acid). Run in C(C)(=O)OCC (ethyl acetate). Yields the product C(C(=O)O)(=O)O.COC1=CC2=C(N(C(=N2)\C=C\C=2SC=CC2)C2=NC=CC=C2)C=C1 ((E)-5-Methoxy-1-(2-Pyridyl)-2-[2-(2-thienyl)ethenyl]-1H-benzimidazole oxalate). RXN SMILES: [CH3:1][O:2][C:3]1[CH:15]=[CH:14][C:6]([NH:7][C:8]2[CH:13]=[CH:12][CH:11]=[CH:10][N:9]=2)=[C:5]([NH2:16])[CH:4]=1.[S:17]1[CH:21]=[CH:20][CH:19]=[C:18]1/[CH:22]=[CH:23]/[C:24](Cl)=O.N1C=CC=CC=1N1C2C=CC=CC=2N=C1/C=C/C1C=CC=CC=1.[C:50]([OH:55])(=[O:54])[C:51]([OH:53])=[O:52]>C(OCC)(=O)C>[C:50]([OH:55])(=[O:54])[C:51]([OH:53])=[O:52].[CH3:1][O:2][C:3]1[CH:15]=[CH:14][C:6]2[N:7]([C:8]3[CH:13]=[CH:12][CH:11]=[CH:10][N:9]=3)[C:24](/[CH:23]=[CH:22]/[C:18]3[S:17][CH:21]=[CH:20][CH:19]=3)=[N:16][C:5]=2[CH:4]=1 |f:5.6|. Procedure: Free base of the titled compound was prepared from 4-methoxy-2-amino-N-(2-pyridyl)aniline and (E)-3-(2-thienyl)acryloyl chloride according to the preparation of (E)-1-(2-pyridyl)-2-styryl-1H-benzimidazole Example 1, method A). The free base and oxalic acid were dissolved into ethyl acetate. Concentration and recrystallization from ethyl acetate/n-hexane yielded the titled compound. MW: 423.45; mp: 180.0-181.0° C.; 1H-NMR (DMSO) δ: 8.76 (1H, d, J=4.0 Hz), 8.18 (1H, td, J=7.3, 1.8 Hz), 7.99 (1H, d... As a reaction SMILES: [Br:1][c:2]1[cH:3][c:4]([C:10](=[O:11])[NH2:12])[c:5]([N+:7](=[O:8])[O-:9])[s:6]1.[CH2:34]1[O:35][CH2:36][CH2:37][CH2:38]1.[CH3:13][C:14]1([CH3:15])[C:16]([CH3:17])([CH3:18])[O:19][B:20]([c:21]2[cH:22][cH:23][c:24]([N:27]3[CH2:28][CH2:29][O:30][CH2:31][CH2:32]3)[n:25][cH:26]2)[O:33]1.[CH3:39][CH2:40][O:41][C:42](=[O:43])[CH3:44].[OH2:45]>>[c:2]1(-[c:21]2[cH:22][cH:23][c:24]([N:27]3[CH2:28][CH2:29][O:30][CH2:31][CH2:32]3)[n:25][cH:26]2)[cH:3][c:4]([C:10](=[O:11])[NH2:12])[c:5]([N+:7](=[O:8])[O-:9])[s:6]1. Reactants: NC(=O)c1cc(Br)sc1[N+](=O)[O-], C1CCOC1, CC1(C)OB(c2ccc(N3CCOCC3)nc2)OC1(C)C, CCOC(C)=O, O. Yields the product NC(=O)c1cc(-c2ccc(N3CCOCC3)nc2)sc1[N+](=O)[O-].